Dataset: the Open Reaction Database (ORD), a public repository of structured organic reaction records. Task: describe an organic reaction: reactants, conditions, products, and yield The reactants are C(#N)C1=CC=C(OC2CN(CC2)C2=CC=NC=C2)C=C1 (4-[3-(4-cyanophenoxy)-1-pyrrolidinyl]pyridine), [OH-].[K+] (potassium hydroxide). The solvent is C(C)(C)(C)O (t-butanol). The product is C(N)(=O)C1=CC=C(OC2CN(CC2)C2=CC=NC=C2)C=C1 (4-[3-(4-carbamoylphenoxy)-1-pyrrolidinyl]pyridine). Yield: 57.8%. As a reaction SMILES: [C:1]([C:3]1[CH:20]=[CH:19][C:6]([O:7][CH:8]2[CH2:12][CH2:11][N:10]([C:13]3[CH:18]=[CH:17][N:16]=[CH:15][CH:14]=3)[CH2:9]2)=[CH:5][CH:4]=1)#[N:2].[OH-:21].[K+]>C(O)(C)(C)C>[C:1]([C:3]1[CH:4]=[CH:5][C:6]([O:7][CH:8]2[CH2:12][CH2:11][N:10]([C:13]3[CH:18]=[CH:17][N:16]=[CH:15][CH:14]=3)[CH2:9]2)=[CH:19][CH:20]=1)(=[O:21])[NH2:2] |f:1.2|. Reported procedure: A mixture of 4-[3-(4-cyanophenoxy)-1-pyrrolidinyl]pyridine (269 mg) and powdered potassium hydroxide (568 mg) in t-butanol (10 ml), under an atmosphere of argon, was heated under reflux for 18 hours. The mixture was filtered hot. The filtercake was washed with water and ethanol to give 4-[3-(4-carbamoylphenoxy)-1-pyrrolidinyl]pyridine (166 mg) as a colourless solid, mp 298-300° C. Starting materials: Cl.C(C)N=C=NCCCN(C)C (1-ethyl-3-(3-dimethylaminopropyl)carbodiimide hydrochloride), CC1=C(C(=NC=C1)N)C (dimethyl aminopyridine), amine, ClC1=CC(=CC2=C1OCCCO2)CNCC(C)C (N-(9-chloro-3,4-dihydro-2H-1,5-benzodioxepin-7-ylmethyl)-2-methylpropan-1-amine), C(C1=CC=CC=C1)N1CC(CC1)C(=O)O (1-Benzyl-pyrrolidine-3-carboxylic acid). The solvent is O (water), ClCCl (dichloromethane). Run at time 8 hour. Yields the product C(C1=CC=CC=C1)N1CC(CC1)C(=O)N(CC(C)C)CC1=CC2=C(OCCCO2)C=C1 ((±)-1-Benzyl-N-(3,4-dihydro-2H-1,5-benzodioxepin-7-ylmethyl)-N-isobutylpyrrolidine-3-carboxamide). As a reaction SMILES: Cl[C:2]1[C:7]2[O:8][CH2:9][CH2:10][CH2:11][O:12][C:6]=2[CH:5]=[C:4]([CH2:13][NH:14][CH2:15][CH:16]([CH3:18])[CH3:17])[CH:3]=1.[CH2:19]([N:26]1[CH2:30][CH2:29][CH:28]([C:31]([OH:33])=O)[CH2:27]1)[C:20]1[CH:25]=[CH:24][CH:23]=[CH:22][CH:21]=1.Cl.C(N=C=NCCCN(C)C)C.CC1C=CN=C(N)C=1C>ClCCl.O>[CH2:19]([N:26]1[CH2:30][CH2:29][CH:28]([C:31]([N:14]([CH2:13][C:4]2[CH:3]=[CH:2][C:7]3[O:8][CH2:9][CH2:10][CH2:11][O:12][C:6]=3[CH:5]=2)[CH2:15][CH:16]([CH3:18])[CH3:17])=[O:33])[CH2:27]1)[C:20]1[CH:21]=[CH:22][CH:23]=[CH:24][CH:25]=1 |f:2.3|. Procedure details: The above amine product, N-(9-chloro-3,4-dihydro-2H-1,5-benzodioxepin-7-ylmethyl)-2-methylpropan-1-amine (807 mg, 3 mmole) was combined with 1-Benzyl-pyrrolidine-3-carboxylic acid (615 mg, 3 mmole) in 50 ml dichloromethane. 1-ethyl-3-(3-dimethylaminopropyl)carbodiimide hydrochloride (764 mg, 4 mmole) and dimethyl aminopyridine (562 mg, 4 mmole) were added. The reaction solution was stirred at room temperature overnight. 50 ml of water was added and the mixture was extracted with 50 ml ethyl acet... Starting materials: COc1ccc(CCNS(=O)(=O)c2ccc([N+](=O)[O-])cc2)cc1, CCO, ClC(Cl)Cl, [H][H], O=[Pd]. Yields the product COc1ccc(CCNS(=O)(=O)c2ccc(N)cc2)cc1. As a reaction SMILES: [CH3:1][O:2][c:3]1[cH:4][cH:5][c:6]([CH2:9][CH2:10][NH:11][S:12](=[O:13])(=[O:14])[c:15]2[cH:16][cH:17][c:18]([N+:21]([O-:22])=[O:23])[cH:19][cH:20]2)[cH:7][cH:8]1.[CH3:30][CH2:31][OH:32].[CH:26]([Cl:27])([Cl:28])[Cl:29].[H:24][H:25].[Pd:33]=[O:34]>>[CH3:1][O:2][c:3]1[cH:4][cH:5][c:6]([CH2:9][CH2:10][NH:11][S:12](=[O:13])(=[O:14])[c:15]2[cH:16][cH:17][c:18]([NH2:21])[cH:19][cH:20]2)[cH:7][cH:8]1. Starting materials: Cl.Cl.CC1=C(C(=C(C=C1)N)C)N (1,3-dimethyl 2,4-diamino benzene dihydrochloride), CC=1C(C(=CC(C1)=O)C)=NCl (2,6-dimethyl N-chlorobenzoquinone monoimine). Run in C(C)(C)O (isopropanol). Run at time 1 hour. Yields the product C1=CC(=O)C=CC1=NC2=CC=C(C=C2)N (indoaniline). Isolated yield 100.9%. RXN SMILES: Cl.Cl.C[C:4]1[CH:9]=[CH:8][C:7]([NH2:10])=[C:6](C)[C:5]=1N.C[C:14]1[C:15](=[N:22]Cl)[C:16](C)=[CH:17][C:18](=[O:20])[CH:19]=1>C(O)(C)C>[CH:16]1[C:15](=[N:22][C:4]2[CH:5]=[CH:6][C:7]([NH2:10])=[CH:8][CH:9]=2)[CH:14]=[CH:19][C:18](=[O:20])[CH:17]=1 |f:0.1.2|. Procedure: 0.003 mole (0.627 g) of 1,3-dimethyl 2,4-diamino benzene dihydrochloride is dissolved in 11 cc of 0.82 N soda solution. To this solution, cooled to 0°, there is added 0.002 mole (0.339 g) of 2,6-dimethyl N-chlorobenzoquinone monoimine in solution in 6 cc of isopropanol. The reaction mixture rapidly turns blue. It is allowed to stand for one hour at 0.20. Then 0.400 g of the above indoaniline is isolated in the form of beautiful green flakes with golden glints by filtering. After washing with wat... The solvent is C1=CC=CC=C1 (benzene). As a reaction SMILES: [CH3:1][O:2][C:3]1[CH:4]=[C:5]([CH:9]=[C:10]([O:14][CH3:15])[C:11]=1[O:12][CH3:13])[C:6]([OH:8])=[O:7].[ClH:16].[CH:17]1([NH:23][CH:24](O)[CH3:25])[CH2:22][CH2:21][CH2:20][CH2:19][CH2:18]1.C1(C)C=CC(S(O)(=O)=O)=CC=1>C1C=CC=CC=1>[ClH:16].[CH3:25][CH2:24][N:23]([C:9]1[C:10]([O:14][CH3:15])=[C:11]([O:12][CH3:13])[C:3]([O:2][CH3:1])=[CH:4][C:5]=1[C:6]([OH:8])=[O:7])[CH:17]1[CH2:22][CH2:21][CH2:20][CH2:19][CH2:18]1 |f:1.2,5.6|. The product is Cl.CCN(C1CCCCC1)C1=C(C(=O)O)C=C(C(=C1OC)OC)OC (N-2-ethyl-cyclohexylamino-3,4,5-trimethoxy-benzoate-hydrochloride). Reported procedure: 2.0 g of 3,4,5-trimethoxy-benzoic acid, 1.8 g. of cyclohexylamino-ethanol-hydrochloride and 4.0 g. of p-toluene-sulphonic acid are refluxed in 40 ml. of benzene for 12 hours. After cooling the reaction mixture is extracted with a 15% sodium carbonate solution and 10% hydrochloric acid. White crystals precipitate from the hydrochloric acid solution. Thus N-2-ethyl-cyclohexylamino-3,4,5-trimethoxy-benzoate-hydrochloride is obtained. Mp.: 207°-208° C. Starting materials: COC=1C=C(C(=O)O)C=C(C1OC)OC (3,4,5-trimethoxy-benzoic acid), Cl.C1(CCCCC1)NC(C)O (cyclohexylamino-ethanol-hydrochloride), C1(=CC=C(C=C1)S(=O)(=O)O)C (p-toluene-sulphonic acid).